Dataset: the Open Reaction Database (ORD), a public repository of structured organic reaction records. Task: describe an organic reaction: reactants, conditions, products, and yield Reactants: CC(=O)O, [Na], O=[Mo](=O)([O-])[O-], CC1(C)SC2C(NC(=O)COc3ccccc3)C(=O)N2C1C(=O)O, OO. Yields the product CC1(C)C(C(=O)O)N2C(=O)C(NC(=O)COc3ccccc3)C2S1=O. RXN SMILES: [CH3:27][C:28](=[O:29])[OH:30].[Na:31].[O-:32][Mo:33](=[O:34])(=[O:35])[O-:36].[O:1]([c:2]1[cH:3][cH:4][cH:5][cH:6][cH:7]1)[CH2:8][C:9](=[O:10])[NH:11][CH:12]1[CH:13]2[N:14]([CH:15]([C:20](=[O:21])[OH:22])[C:16]([CH3:18])([CH3:19])[S:17]2)[C:23]1=[O:24].[OH:25][OH:26]>>[O:1]([c:2]1[cH:3][cH:4][cH:5][cH:6][cH:7]1)[CH2:8][C:9](=[O:10])[NH:11][CH:12]1[CH:13]2[N:14]([CH:15]([C:20](=[O:21])[OH:22])[C:16]([CH3:18])([CH3:19])[S:17]2=[O:25])[C:23]1=[O:24]. The reactants are C(C)OC(=O)C=1C(=NC2=CC(=CC=C2C1C)C(F)(F)F)O (2-hydroxy-4-methyl-7-(trifluoromethyl)quinoline-3-carboxylic acid ethyl ester), O=P(Cl)(Cl)Cl (POCl3). The solvent is CCOC(=O)C (EtOAc), C(=O)(O)[O-].[Na+] (NaHCO3). Yields the product C(C)OC(=O)C=1C(=NC2=CC(=CC=C2C1C)C(F)(F)F)Cl (2-chloro-4-methyl-7-(trifluoromethyl)quinoline-3-carboxylic acid ethyl ester). Yield: 97.0%. RXN SMILES: [CH2:1]([O:3][C:4]([C:6]1[C:7](O)=[N:8][C:9]2[C:14]([C:15]=1[CH3:16])=[CH:13][CH:12]=[C:11]([C:17]([F:20])([F:19])[F:18])[CH:10]=2)=[O:5])[CH3:2].O=P(Cl)(Cl)[Cl:24]>CCOC(C)=O.C([O-])(O)=O.[Na+]>[CH2:1]([O:3][C:4]([C:6]1[C:7]([Cl:24])=[N:8][C:9]2[C:14]([C:15]=1[CH3:16])=[CH:13][CH:12]=[C:11]([C:17]([F:20])([F:19])[F:18])[CH:10]=2)=[O:5])[CH3:2] |f:3.4|. Procedure details: A solution of 15.0 g (50.1 mmol) 2-hydroxy-4-methyl-7-(trifluoromethyl)quinoline-3-carboxylic acid ethyl ester in POCl3 (46 ml) was heated to 100° C. for 2 h. After cooling of the RS to RT, it was diluted with EtOAc and neutralised with a sat. aq. NaHCO3 sol. The organic phase was separated and washed with brine, dried over MgSO4 and concentrated in a vacuum. 15.4 g (48.5 mmol, 97%) 2-chloro-4-methyl-7-(trifluoromethyl)quinoline-3-carboxylic acid ethyl ester was obtained as a residue. The raw pr... Starting materials: [Cl-].[NH4+] (ammonium chloride), COC([C@@H](CC1=CC(=C(C=C1)[N+](=O)[O-])O)NC(=O)OCC1=CC=CC=C1)=O ((R)-2-benzyloxycarbonylamino-3-(3-hydroxy-4-nitro-phenyl)-propionic acid methyl ester). The reagents and catalysts are [Fe] (iron). Run at time 48 hour. Product: Cl.COC([C@@H](CC1=CC(=C(C=C1)N)O)NC(=O)OCC1=CC=CC=C1)=O ((R)-3-(4-Amino-3-hydroxy-phenyl)-2-benzyloxycarbonylamino-propionic acid methyl ester hydochloride), solid. Yield: 80.0%. Reaction SMILES: [Cl-:1].[NH4+].[CH3:3][O:4][C:5](=[O:29])[C@H:6]([NH:18][C:19]([O:21][CH2:22][C:23]1[CH:28]=[CH:27][CH:26]=[CH:25][CH:24]=1)=[O:20])[CH2:7][C:8]1[CH:13]=[CH:12][C:11]([N+:14]([O-])=O)=[C:10]([OH:17])[CH:9]=1>[Fe]>[ClH:1].[CH3:3][O:4][C:5](=[O:29])[C@H:6]([NH:18][C:19]([O:21][CH2:22][C:23]1[CH:28]=[CH:27][CH:26]=[CH:25][CH:24]=1)=[O:20])[CH2:7][C:8]1[CH:13]=[CH:12][C:11]([NH2:14])=[C:10]([OH:17])[CH:9]=1 |f:0.1,4.5|. Procedure: Powdered iron (3.7 g, 66.4 mmol) and ammonium chloride (5.9 g, 111 mmol) were added at 0° C. to a solution of (R)-2-benzyloxycarbonylamino-3-(3-hydroxy-4-nitro-phenyl)-propionic acid methyl ester (2.07 g, 5.53 mmol) in degassed 1:1 methanol/water (400 mL). The resulting mixture was stirred at room temperature for 48 h. Trifluoroacetic acid (7 mL) was added, and the mixture was swirled until it was a clear dark red solution containing a suspension of unreacted iron powder. The mixture was filtere... Starting materials: BrCCCC(C(C)C)(C#N)C=1C=C(C(=O)OC)C=CC1 (Methyl 3-(6-bromo-3-cyano-2-methylhexan-3-yl)benzoate), CNCCC1=CC=C(C(=O)OC)C=C1 (Methyl 4-(2-(methylamino)ethyl)benzoate). Product: C(#N)C(C(C)C)(CCCN(C)CCC1=CC=C(C=C1)C(=O)OC)C=1C=C(C(=O)OC)C=CC1 (Methyl 3-(3-cyano-6-((4-(methoxycarbonyl)phenethyl)(methyl)amino)-2-methylhexan-3-yl)benzoate). RXN SMILES: Br[CH2:2][CH2:3][CH2:4][C:5]([C:11]1[CH:12]=[C:13]([CH:18]=[CH:19][CH:20]=1)[C:14]([O:16][CH3:17])=[O:15])([C:9]#[N:10])[CH:6]([CH3:8])[CH3:7].[CH3:21][NH:22][CH2:23][CH2:24][C:25]1[CH:34]=[CH:33][C:28]([C:29]([O:31][CH3:32])=[O:30])=[CH:27][CH:26]=1>>[C:9]([C:5]([C:11]1[CH:12]=[C:13]([CH:18]=[CH:19][CH:20]=1)[C:14]([O:16][CH3:17])=[O:15])([CH2:4][CH2:3][CH2:2][N:22]([CH2:23][CH2:24][C:25]1[CH:34]=[CH:33][C:28]([C:29]([O:31][CH3:32])=[O:30])=[CH:27][CH:26]=1)[CH3:21])[CH:6]([CH3:8])[CH3:7])#[N:10]. Procedure: Reaction of 1r with 2b produced 3am. MS found M+H=451. The oxalate salt of 3am was recrystallized from methanol/ether; mp 108-112° C. The reactants are CC(=O)C (acetone), C(C)(C)Br (isopropyl bromide), 11, C(C)(=O)NC#N.[Na] (sodium acetylcyanamide). Run in CN(C=O)C (dimethylformamide). Reaction conditions: time 3 hour. Yields the product C(C)(C)N(C(C)=O)C#N (N-Isopropyl-N-cyanacetamide). RXN SMILES: [C:1]([NH:4][C:5]#[N:6])(=[O:3])[CH3:2].[Na].[CH:8](Br)([CH3:10])[CH3:9].CC(C)=O>CN(C)C=O>[CH:8]([N:4]([C:5]#[N:6])[C:1](=[O:3])[CH3:2])([CH3:10])[CH3:9] |f:0.1,^1:6|. Procedure details: 31.8 g (0.30 mol) of sodium acetylcyanamide are dissolved in 75 ml of dimethylformamide at 100° C., and 36.9 g (0.30 mol) of isopropyl bromide are added dropwise in the course of 11/2 hours. The mixture is allowed to afterreact at 100° C. for 3 hours, and then 200 ml of acetone are added and the NaBr which has precipitated is filtered off with suction (28.2 g=0.27 mol). The acetone is then removed on a rotary evaporator and the residue is distilled under a waterpump vacuum in order to isolate al... Reactants: CCO, C=CC(=O)NC, CCC(C)N. Product: CCC(C)NCCC(=O)NC. RXN SMILES: [CH3:12][CH2:13][OH:14].[CH3:1][NH:2][C:3]([CH:4]=[CH2:5])=[O:6].[CH:7]([CH3:8])([CH2:9][CH3:10])[NH2:11]>>[CH3:1][NH:2][C:3]([CH2:4][CH2:5][NH:11][CH:7]([CH3:8])[CH2:9][CH3:10])=[O:6]. Starting materials: C1(=CC=CC=C1)N1CCN(CC1)C(C(=CC1=CC(=CC=C1)[N+](=O)[O-])C(C)=O)=O (2-acetyl-3-(3-nitrophenyl)-2-propenoic acid 4-phenyl-piperazide), NC(=C[N+](=O)[O-])C (2-amino-1-nitro-1-propene). Run in C(C)(C)O (isopropanol). The product is C1(=CC=CC=C1)N1CCN(CC1)C(=O)C1=C(NC(=C(C1C1=CC(=CC=C1)[N+](=O)[O-])[N+](=O)[O-])C)C (1,4-Dihydro-2,6-dimethyl-5-nitro-4-(3-nitrophenyl)pyridine-3-carboxylic acid 4-phenylpiperazide). RXN SMILES: [C:1]1([N:7]2[CH2:12][CH2:11][N:10]([C:13](=[O:28])[C:14]([C:25](=O)[CH3:26])=[CH:15][C:16]3[CH:21]=[CH:20][CH:19]=[C:18]([N+:22]([O-:24])=[O:23])[CH:17]=3)[CH2:9][CH2:8]2)[CH:6]=[CH:5][CH:4]=[CH:3][CH:2]=1.[NH2:29][C:30]([CH3:35])=[CH:31][N+:32]([O-:34])=[O:33]>C(O)(C)C>[C:1]1([N:7]2[CH2:12][CH2:11][N:10]([C:13]([C:14]3[CH:15]([C:16]4[CH:21]=[CH:20][CH:19]=[C:18]([N+:22]([O-:24])=[O:23])[CH:17]=4)[C:31]([N+:32]([O-:34])=[O:33])=[C:30]([CH3:35])[NH:29][C:25]=3[CH3:26])=[O:28])[CH2:9][CH2:8]2)[CH:6]=[CH:5][CH:4]=[CH:3][CH:2]=1. Procedure details: 2.5 g (10 mmol) of crude 2-acetyl-3-(3-nitrophenyl)-2-propenoic acid 4-phenyl-piperazide and 2.5 g (25 mmol) of 2-amino-1-nitro-1-propene are heated in 15 ml of isopropanol at 60° C. for 6 hours. The crude product which has precipitated out is crystallized from isopropanol.